This data is from the Open Reaction Database (ORD), a public repository of structured organic reaction records. The task is: describe an organic reaction: reactants, conditions, products, and yield Reactants: BrC=1C=C(C(=NC1)C1=CCC(CC1)O[Si](C)(C)C(C)(C)C)C (5-Bromo-2-(4-{[tert-butyl(dimethyl) silyl]oxy}cyclohex-1-en-1-yl)-3-methylpyridine), BrC=1C=C(C(=NC1)C1=CCC(CC1)N1CCOCC1)C (4-[4-(5-bromo-3-methylpyridin-2-yl)cyclohex-3-en-1-yl]morpholine). Product: [Si](C)(C)(C(C)(C)C)OC1CC=C(CC1)C1=C(C=C(C=N1)N)C (6-(4-{[tert-Butyl(dimethyl)silyl]oxy}cyclohex-1-en-1-yl)-5-methylpyridin-3-amine). Reaction SMILES: Br[C:2]1[CH:3]=[C:4]([CH3:22])[C:5]([C:8]2[CH2:13][CH2:12][CH:11]([O:14][Si:15]([C:18]([CH3:21])([CH3:20])[CH3:19])([CH3:17])[CH3:16])[CH2:10][CH:9]=2)=[N:6][CH:7]=1.BrC1C=C(C)C(C2CCC(N3CCOCC3)CC=2)=[N:28]C=1>>[Si:15]([O:14][CH:11]1[CH2:12][CH2:13][C:8]([C:5]2[N:6]=[CH:7][C:2]([NH2:28])=[CH:3][C:4]=2[CH3:22])=[CH:9][CH2:10]1)([C:18]([CH3:21])([CH3:20])[CH3:19])([CH3:17])[CH3:16]. Reported procedure: 5-Bromo-2-(4-{[tert-butyl(dimethyl) silyl]oxy}cyclohex-1-en-1-yl)-3-methylpyridine (8.4 g) was used inn place of 4-[4-(5-bromo-3-methylpyridin-2-yl)cyclohex-3-en-1-yl]morpholine in Reference Example 108, and reacted and treated in a similar manner to give the titled compound (5.76 g) as a brown solid. Starting materials: C(=O)C1(CCC1)C(C)OC1CCC(CC1)N1C=2N(C(=C(C1=O)CC1=CC=C(C=C1)C=1C(=CC=CC1)C#N)CCC)N=CN2 (4′-[(4-{4-[1-(1-formylcyclobutyl)ethoxy]cyclohexyl}-5-oxo-7-propyl-4,5-dihydro[1,2,4]triazolo[1,5-a]pyrimidin-6-yl)methyl]biphenyl-2-carbonitrile), C[Mg]Br.O1CCCC1 (methylmagnesium bromide tetrahydrofuran), Cl (Hydrochloric acid). Solvent: O1CCCC1 (tetrahydrofuran). Reaction conditions: time 15 hour. The product is C(C)(=O)C1(CCC1)C(C)OC1CCC(CC1)N1C=2N(C(=C(C1=O)CC1=CC=C(C=C1)C=1C(=CC=CC1)C#N)CCC)N=CN2 (4′-[(4-{4-[1-(1-acetylcyclobutyl)ethoxy]cyclohexyl}-5-oxo-7-propyl-4,5-dihydro[1,2,4]triazolo[1,5-a]pyrimidin-6-yl)methyl]biphenyl-2-carbonitrile), compound. Yield: 79.0%. Reaction SMILES: [CH:1]([C:3]1([CH:7]([O:9][CH:10]2[CH2:15][CH2:14][CH:13]([N:16]3[C:21](=[O:22])[C:20]([CH2:23][C:24]4[CH:29]=[CH:28][C:27]([C:30]5[C:31]([C:36]#[N:37])=[CH:32][CH:33]=[CH:34][CH:35]=5)=[CH:26][CH:25]=4)=[C:19]([CH2:38][CH2:39][CH3:40])[N:18]4[N:41]=[CH:42][N:43]=[C:17]34)[CH2:12][CH2:11]2)[CH3:8])[CH2:6][CH2:5][CH2:4]1)=[O:2].[CH3:44][Mg]Br.O1CCCC1.Cl>O1CCCC1>[C:1]([C:3]1([CH:7]([O:9][CH:10]2[CH2:15][CH2:14][CH:13]([N:16]3[C:21](=[O:22])[C:20]([CH2:23][C:24]4[CH:25]=[CH:26][C:27]([C:30]5[C:31]([C:36]#[N:37])=[CH:32][CH:33]=[CH:34][CH:35]=5)=[CH:28][CH:29]=4)=[C:19]([CH2:38][CH2:39][CH3:40])[N:18]4[N:41]=[CH:42][N:43]=[C:17]34)[CH2:12][CH2:11]2)[CH3:8])[CH2:6][CH2:5][CH2:4]1)(=[O:2])[CH3:44] |f:1.2|. Reported procedure: To a solution of 4′-[(4-{4-[1-(1-formylcyclobutyl)ethoxy]cyclohexyl}-5-oxo-7-propyl-4,5-dihydro[1,2,4]triazolo[1,5-a]pyrimidin-6-yl)methyl]biphenyl-2-carbonitrile (10.35 g) in tetrahydrofuran (50 mL) was added 1 M methylmagnesium bromide-tetrahydrofuran solution (27 mL), and the mixture was stirred at room temperature for 15 hr. 1 N Hydrochloric acid was added to the reaction mixture, and the mixture was extracted with ethyl acetate. The extract was washed with saturated brine, and dried over an... The reactants are C1CCC2=NCCCN2CC1, CC#N, Cl, CCOC(=O)c1cn(-c2ccc(F)cc2F)c2nc(Cl)c(F)cc2c1=O, O, c1cn(C2CCNC2)nn1. Product: CCOC(=O)c1cn(-c2ccc(F)cc2F)c2nc(N3CCC(n4ccnn4)C3)c(F)cc2c1=O. RXN SMILES: [CH2:38]1[CH2:39][CH2:40][C:41]2=[N:46][CH2:45][CH2:44][CH2:43][N:42]2[CH2:47][CH2:48]1.[CH3:49][C:50]#[N:51].[ClH:27].[F:1][c:2]1[c:3](-[n:9]2[cH:10][c:11]([C:22](=[O:23])[O:24][CH2:25][CH3:26])[c:12](=[O:21])[c:13]3[cH:14][c:15]([F:20])[c:16]([Cl:19])[n:17][c:18]23)[cH:4][cH:5][c:6]([F:8])[cH:7]1.[OH2:52].[n:28]1([CH:33]2[CH2:34][NH:35][CH2:36][CH2:37]2)[n:29][n:30][cH:31][cH:32]1>>[F:1][c:2]1[c:3](-[n:9]2[cH:10][c:11]([C:22](=[O:23])[O:24][CH2:25][CH3:26])[c:12](=[O:21])[c:13]3[cH:14][c:15]([F:20])[c:16]([N:35]4[CH2:34][CH:33]([n:28]5[n:29][n:30][cH:31][cH:32]5)[CH2:37][CH2:36]4)[n:17][c:18]23)[cH:4][cH:5][c:6]([F:8])[cH:7]1. The reactants are Cc1cc(C#N)cc(C)c1Oc1nc(F)nc2c1ccn2Cc1ccccc1, Cn1ccccc1=O, [H-], N#Cc1ccc(N)cc1, [Na+], O. The product is Cc1cc(C#N)cc(C)c1Oc1nc(Nc2ccc(C#N)cc2)nc2c1ccn2Cc1ccccc1. As a reaction SMILES: [CH2:12]([c:13]1[cH:14][cH:15][cH:16][cH:17][cH:18]1)[n:19]1[cH:20][cH:21][c:22]2[c:23]1[n:24][c:25]([F:39])[n:26][c:27]2[O:28][c:29]1[c:30]([CH3:38])[cH:31][c:32]([C:33]#[N:34])[cH:35][c:36]1[CH3:37].[CH3:41][n:42]1[cH:43][cH:44][cH:45][cH:46][c:47]1=[O:48].[H-:11].[NH2:1][c:2]1[cH:3][cH:4][c:5]([C:6]#[N:7])[cH:8][cH:9]1.[Na+:10].[OH2:40]>>[NH:1]([c:2]1[cH:3][cH:4][c:5]([C:6]#[N:7])[cH:8][cH:9]1)[c:25]1[n:24][c:23]2[n:19]([CH2:12][c:13]3[cH:14][cH:15][cH:16][cH:17][cH:18]3)[cH:20][cH:21][c:22]2[c:27]([O:28][c:29]2[c:30]([CH3:38])[cH:31][c:32]([C:33]#[N:34])[cH:35][c:36]2[CH3:37])[n:26]1.